The task is: describe an organic reaction: reactants, conditions, products, and yield. This data is from the Open Reaction Database (ORD), a public repository of structured organic reaction records. The reactants are ClC1=NN=C(C=2C=C3C(=CC12)C=CC=C3)Cl (1,4-dichlorobenzo[g]phthalazine). Run in C(CCC)N (n-butylamine). Run at temperature 130 celsius. The product is Cl.C(CCC)NC1=NN=C(C=2C=C3C(=CC12)C=CC=C3)NCCCC (1,4-bis(n-butylamino)benzo[g]phthalazine monohydrochloride). Isolated yield 112.9%. As a reaction SMILES: [Cl:1][C:2]1[C:11]2[CH:10]=[C:9]3[CH:12]=[CH:13][CH:14]=[CH:15][C:8]3=[CH:7][C:6]=2[C:5](Cl)=[N:4][N:3]=1>C(N)CCC>[ClH:1].[CH2:2]([NH:3][C:2]1[C:11]2[CH:10]=[C:9]3[CH:12]=[CH:13][CH:14]=[CH:15][C:8]3=[CH:7][C:6]=2[C:5]([NH:4][CH2:5][CH2:6][CH2:7][CH3:8])=[N:4][N:3]=1)[CH2:11][CH2:10][CH3:9] |f:2.3|. Reported procedure: A mixture of 1,4-dichlorobenzo[g]phthalazine (9.23 mmol) and n-butylamine (20 mL) was heated in an autoclave at 130° C. for 12 h. After cooling to room temperature, the excess of n-butyl amine was evaporated to dryness under vacuum. When the residue was treated with acetone (100 mL) a yellow solid was formed. After being filtered off and dried it afforded 1.87 g (55% yield) of 1,4-bis(n-butylamino)benzo[g]phthalazine monohydrochloride. m.p. 195°-197° C. Reactants: NN (Hydrazine), CN1C(CNCC1)CCCCCCC1=C2C(C(=O)NC2=O)=CC=C1 (6-(N-methylpiperazinyl)hexylphthalimide). The solvent is CO (methanol). Product: CN1C(CNCC1)CCCCCCN (6-(N-methylpiperazinyl)hexylamine). As a reaction SMILES: [NH2:1]N.[CH3:3][N:4]1[CH2:9][CH2:8][NH:7][CH2:6][CH:5]1[CH2:10][CH2:11][CH2:12][CH2:13][CH2:14][CH2:15]C1C=CC=C2C(NC(=O)C=12)=O>CO>[CH3:3][N:4]1[CH2:9][CH2:8][NH:7][CH2:6][CH:5]1[CH2:10][CH2:11][CH2:12][CH2:13][CH2:14][CH2:15][NH2:1]. Reported procedure: Hydrazine (aqueous solution at 35% by wt.) (0.15 ml; 1.6 mmoles) was added to 6-(N-methylpiperazinyl)hexylphthalimide (263 mg; 0.8 mmoles) in methanol (5 ml) and the resulting solution was refluxed. Reaction times and process as per Example 1. Starting materials: CC(C)(C)[Si](C)(C)OC1CN(CC(Oc2ncnc3c2cnn3-c2ccccc2Cl)C(=O)Nc2ccc(F)cn2)C1, CCCC[N+](CCCC)(CCCC)CCCC, [F-], C1CCOC1. The product is O=C(Nc1ccc(F)cn1)C(CN1CC(O)C1)Oc1ncnc2c1cnn2-c1ccccc1Cl. RXN SMILES: [C:19]([Si:20]([CH3:21])([CH3:22])[O:24][CH:25]1[CH2:26][N:27]([CH2:29][CH:30]([C:31](=[O:32])[NH:33][c:34]2[n:35][cH:36][c:37]([F:40])[cH:38][cH:39]2)[O:41][c:42]2[c:43]3[c:44]([n:45][cH:46][n:47]2)[n:48](-[c:51]2[c:52]([Cl:57])[cH:53][cH:54][cH:55][cH:56]2)[n:49][cH:50]3)[CH2:28]1)([CH3:23])([CH3:58])[CH3:59].[CH3:2][CH2:3][CH2:4][CH2:5][N+:6]([CH2:7][CH2:8][CH2:9][CH3:10])([CH2:11][CH2:12][CH2:13][CH3:14])[CH2:15][CH2:16][CH2:17][CH3:18].[F-:1].[O:60]1[CH2:61][CH2:62][CH2:63][CH2:64]1>>[OH:24][CH:25]1[CH2:26][N:27]([CH2:29][CH:30]([C:31](=[O:32])[NH:33][c:34]2[n:35][cH:36][c:37]([F:40])[cH:38][cH:39]2)[O:41][c:42]2[c:43]3[c:44]([n:45][cH:46][n:47]2)[n:48](-[c:51]2[c:52]([Cl:57])[cH:53][cH:54][cH:55][cH:56]2)[n:49][cH:50]3)[CH2:28]1. The product is ClC=1N(N=C2C(=CC=CC12)C(F)(F)F)C1=CC=CC=C1 (3-chloro-2-phenyl-7-trifluoromethyl-2H-indazole). The reactants are N(=[N+]=[N-])C1=C(C(=O)NC2=CC=CC=C2)C=CC=C1C(F)(F)F (2-Azido-N-phenyl-3-trifluoromethyl-benzamide), O=S(Cl)Cl (SOCl2). As a reaction SMILES: [N:1]([C:4]1[C:18]([C:19]([F:22])([F:21])[F:20])=[CH:17][CH:16]=[CH:15][C:5]=1[C:6]([NH:8][C:9]1[CH:14]=[CH:13][CH:12]=[CH:11][CH:10]=1)=O)=[N+]=[N-].O=S(Cl)[Cl:25]>>[Cl:25][C:6]1[N:8]([C:9]2[CH:14]=[CH:13][CH:12]=[CH:11][CH:10]=2)[N:1]=[C:4]2[C:5]=1[CH:15]=[CH:16][CH:17]=[C:18]2[C:19]([F:22])([F:21])[F:20]. Procedure: 2-Azido-N-phenyl-3-trifluoromethyl-benzamide (310 mg, 1 mmol, compound of formula (X)) was heated in 2 ml of SOCl2 in a sealed vial at 100° C. for 4 hours. After evaporation of SOCl2 in vacuo the residue was purified by column chromatography on silica (n-heptane/ethyl acetate, 50:50, as eluent). Yield: 212 mg (72%). As a reaction SMILES: [NH2:1][C:2]1[CH:3]=[C:4]2[C:9](=[CH:10][CH:11]=1)[CH:8]=[C:7]([C:12]([OH:14])=[O:13])[CH:6]=[CH:5]2.S(Cl)(Cl)=O.[CH2:19](O)[CH3:20]>>[CH2:19]([O:13][C:12]([C:7]1[CH:6]=[CH:5][C:4]2[C:9](=[CH:10][CH:11]=[C:2]([NH2:1])[CH:3]=2)[CH:8]=1)=[O:14])[CH3:20]. Reported procedure: To a solution of 6-amino-2-naphthoic acid (1 g, 5.34 mmol) in ethanol (20 mL), is added dropwise thionyl chloride (0.622 mL, 10.7 mmol). The resulting reaction solution is heated to reflux temperature under a N2 atmosphere for 3 hours. Concentration and trituration with methanol gives 6-amino-2-naphthoic acid ethyl ester as a brown oil. Yields the product C(C)OC(=O)C1=CC2=CC=C(C=C2C=C1)N (6-amino-2-naphthoic acid ethyl ester). The reactants are NC=1C=C2C=CC(=CC2=CC1)C(=O)O (6-amino-2-naphthoic acid), S(=O)(Cl)Cl (thionyl chloride), C(C)O (ethanol). The reactants are ClCCl, COC(=O)C#CC(O)c1ccc(C)cc1. Product: COC(=O)C#CC(=O)c1ccc(C)cc1. RXN SMILES: [CH2:16]([Cl:17])[Cl:18].[OH:1][CH:2]([C:3]#[C:4][C:5](=[O:6])[O:7][CH3:8])[c:9]1[cH:10][cH:11][c:12]([CH3:15])[cH:13][cH:14]1>>[O:1]=[C:2]([C:3]#[C:4][C:5](=[O:6])[O:7][CH3:8])[c:9]1[cH:10][cH:11][c:12]([CH3:15])[cH:13][cH:14]1. Reactants: BrCc1ccccc1, O=C([O-])[O-], CN(C)C=O, [K+], [K+], Nc1ccc(C(=O)O)cn1. Yields the product Nc1ccc(C(=O)OCc2ccccc2)cn1. RXN SMILES: [Br:17][CH2:18][c:19]1[cH:20][cH:21][cH:22][cH:23][cH:24]1.[C:11](=[O:12])([O-:13])[O-:14].[CH3:25][N:26]([CH3:27])[CH:28]=[O:29].[K+:15].[K+:16].[NH2:1][c:2]1[n:3][cH:4][c:5]([C:6](=[O:7])[OH:8])[cH:9][cH:10]1>>[NH2:1][c:2]1[n:3][cH:4][c:5]([C:6](=[O:7])[O:8][CH2:18][c:19]2[cH:20][cH:21][cH:22][cH:23][cH:24]2)[cH:9][cH:10]1.